From a dataset of the Open Reaction Database (ORD), a public repository of structured organic reaction records. describe an organic reaction: reactants, conditions, products, and yield Reactants: O=C(Nc1ccc(Br)cc1)C1CN2CCC1CC2, COc1cc(Br)ccc1CO, O=C([O-])[O-], [K+], [K+], [Na+], CN(C)C=O, [OH-]. Yields the product COc1cc(-c2ccc(NC(=O)C3CN4CCC3CC4)cc2)ccc1CO. As a reaction SMILES: [Br:18][c:19]1[cH:20][cH:21][c:22]([NH:25][C:26](=[O:27])[CH:28]2[CH2:29][N:30]3[CH2:31][CH2:32][CH:33]2[CH2:34][CH2:35]3)[cH:23][cH:24]1.[Br:7][c:8]1[cH:9][c:10]([O:16][CH3:17])[c:11]([CH2:14][OH:15])[cH:12][cH:13]1.[C:1](=[O:2])([O-:3])[O-:4].[K+:5].[K+:6].[Na+:37].[O:38]=[CH:39][N:40]([CH3:41])[CH3:42].[OH-:36]>>[c:8]1(-[c:19]2[cH:20][cH:21][c:22]([NH:25][C:26](=[O:27])[CH:28]3[CH2:29][N:30]4[CH2:31][CH2:32][CH:33]3[CH2:34][CH2:35]4)[cH:23][cH:24]2)[cH:9][c:10]([O:16][CH3:17])[c:11]([CH2:14][OH:15])[cH:12][cH:13]1. The product is O=CCC1NC(=O)C1NC(=O)OCc1ccccc1. Reactants: COC(CC1NC(=O)C1NC(=O)OCc1ccccc1)OC, CSC, CC(=O)O, O. As a reaction SMILES: [CH2:1]([c:2]1[cH:3][cH:4][cH:5][cH:6][cH:7]1)[O:8][C:9](=[O:10])[NH:11][CH:12]1[C:13](=[O:22])[NH:14][CH:15]1[CH2:16][CH:17]([O:18][CH3:21])[O:19][CH3:20].[CH3:23][S:24][CH3:25].[CH3:27][C:28](=[O:29])[OH:30].[OH2:26]>>[CH2:1]([c:2]1[cH:3][cH:4][cH:5][cH:6][cH:7]1)[O:8][C:9](=[O:10])[NH:11][CH:12]1[C:13](=[O:22])[NH:14][CH:15]1[CH2:16][CH:17]=[O:18]. Reactants: [Al+3], CCOC(=O)c1ccc(-n2cccc2C#N)cc1, [Cl-], [Cl-], [Cl-], COC(Cl)Cl, ClCCCl. Yields the product CCOC(=O)c1ccc(-n2cc(C=O)cc2C#N)cc1. Reaction SMILES: [Al+3:20].[CH2:1]([CH3:2])[O:3][C:4](=[O:5])[c:6]1[cH:7][cH:8][c:9](-[n:12]2[c:13]([C:17]#[N:18])[cH:14][cH:15][cH:16]2)[cH:10][cH:11]1.[Cl-:19].[Cl-:21].[Cl-:22].[Cl:23][CH:24]([O:26][CH3:25])[Cl:27].[Cl:28][CH2:29][CH2:30][Cl:31]>>[CH2:1]([CH3:2])[O:3][C:4](=[O:5])[c:6]1[cH:7][cH:8][c:9](-[n:12]2[c:13]([C:17]#[N:18])[cH:14][c:15]([CH:24]=[O:26])[cH:16]2)[cH:10][cH:11]1. Reactants: C(C)OC(C(C1=CC=C(C=C1)O)=O)=O (4-hydroxy-alpha-oxobenzeneacetic acid ethyl ester), [H-].[Na+] (sodium hydride), BrCCCN1C(C=CC2=CC=CC=C12)=O (1-(3-bromopropyl)-1,2-dihydro-2-oxoquinoline). The solvent is CN(C=O)C (dimethylformamide). Reaction conditions: time 15 minute. The product is 1.0.g, C(C)OC(C(C1=CC=C(C=C1)OCCCN1C(C=CC2=CC=CC=C12)=O)=O)=O (4-[3-(1,2-dihydro-2-oxo-1-quinolinyl)propoxy]-alpha-oxobenzeneacetic acid ethyl ester). RXN SMILES: [CH2:1]([O:3][C:4](=[O:14])[C:5](=[O:13])[C:6]1[CH:11]=[CH:10][C:9]([OH:12])=[CH:8][CH:7]=1)[CH3:2].[H-].[Na+].Br[CH2:18][CH2:19][CH2:20][N:21]1[C:30]2[C:25](=[CH:26][CH:27]=[CH:28][CH:29]=2)[CH:24]=[CH:23][C:22]1=[O:31]>CN(C)C=O>[CH2:1]([O:3][C:4](=[O:14])[C:5](=[O:13])[C:6]1[CH:11]=[CH:10][C:9]([O:12][CH2:18][CH2:19][CH2:20][N:21]2[C:30]3[C:25](=[CH:26][CH:27]=[CH:28][CH:29]=3)[CH:24]=[CH:23][C:22]2=[O:31])=[CH:8][CH:7]=1)[CH3:2] |f:1.2|. Procedure details: A solution of 4-hydroxy-alpha-oxobenzeneacetic acid ethyl ester (0.73 g) in dimethylformamide (10 mL) was treated with 55% sodium hydride (0.164 g), stirred for 15 minutes and then 1-(3-bromopropyl)-1,2-dihydro-2-oxoquinoline (1 g) was added and rinsed in with dimethylformamide (4 mL). The mixture was stirred at room temperature for 22 hours and worked up as in Example 20. The residual solid was purified by flash chromatography over silica gel (ethyl acetate-hexane; 1:4). Crystallization of the ... Starting materials: FC1=CC=C(C=C1)C1=NOC(=C1COC=1C=C(N(N1)C)C(=O)O)CO (5-[3-(4-fluoro-phenyl)-5-hydroxymethyl-isoxazol-4-ylmethoxy]-2-methyl-2H-pyrazole-3-carboxylic acid), C(=O)(N1C=NC=C1)N1C=NC=C1 (1,1′-carbonyldiimidazole), [Cl-].[Na+] (sodium chloride), [OH-].[NH4+] (ammonium hydroxide). Run in CN(C)C=O (DMF). Reaction conditions: temperature 60 celsius, time 1 hour. Product: FC1=CC=C(C=C1)C1=NOC(=C1COC=1C=C(N(N1)C)C(=O)N)CO (5-[3-(4-Fluoro-phenyl)-5-hydroxymethyl-isoxazol-4-ylmethoxy]-2-methyl-2H-pyrazole-3-car-boxylic acid amide). Isolated yield 84.6%. As a reaction SMILES: [F:1][C:2]1[CH:7]=[CH:6][C:5]([C:8]2[C:12]([CH2:13][O:14][C:15]3[CH:16]=[C:17]([C:21]([OH:23])=O)[N:18]([CH3:20])[N:19]=3)=[C:11]([CH2:24][OH:25])[O:10][N:9]=2)=[CH:4][CH:3]=1.C(N1C=CN=C1)([N:28]1C=CN=C1)=O.[OH-].[NH4+].[Cl-].[Na+]>CN(C=O)C>[F:1][C:2]1[CH:3]=[CH:4][C:5]([C:8]2[C:12]([CH2:13][O:14][C:15]3[CH:16]=[C:17]([C:21]([NH2:28])=[O:23])[N:18]([CH3:20])[N:19]=3)=[C:11]([CH2:24][OH:25])[O:10][N:9]=2)=[CH:6][CH:7]=1 |f:2.3,4.5|. Procedure: To a solution of 5-[3-(4-fluoro-phenyl)-5-hydroxymethyl-isoxazol-4-ylmethoxy]-2-methyl-2H-pyrazole-3-carboxylic acid (200 mg, 0.58 mmol) in DMF (16.7 mL) was added 1,1′-carbonyldiimidazole (116 mg, 0.69 mmol). The resulting reaction mixture was stirred for 1 h at 60° C. and then treated with an ammonium hydroxide solution (887 μL, 5.8 mmol) and stirred overnight at room temperature. The reaction mixture was then poured into aqueous sodium chloride (saturated) and the mixture was extracted with e... Starting materials: CC(C)CCO, O=C(NC1CCCCC1)N1CCCNCC1, COc1cc2nc(Cl)nc(N)c2cc1OC, Cl. The product is COc1cc2nc(N3CCCN(C(=O)NC4CCCCC4)CC3)nc(N)c2cc1OC. RXN SMILES: [CH2:34]([OH:35])[CH2:36][CH:37]([CH3:38])[CH3:39].[CH:17]1([NH:23][C:24](=[O:25])[N:26]2[CH2:27][CH2:28][NH:29][CH2:30][CH2:31][CH2:32]2)[CH2:18][CH2:19][CH2:20][CH2:21][CH2:22]1.[Cl:1][c:2]1[n:3][c:4]2[cH:5][c:6]([O:15][CH3:16])[c:7]([O:13][CH3:14])[cH:8][c:9]2[c:10]([NH2:12])[n:11]1.[ClH:33]>>[c:2]1([N:29]2[CH2:28][CH2:27][N:26]([C:24]([NH:23][CH:17]3[CH2:18][CH2:19][CH2:20][CH2:21][CH2:22]3)=[O:25])[CH2:32][CH2:31][CH2:30]2)[n:3][c:4]2[cH:5][c:6]([O:15][CH3:16])[c:7]([O:13][CH3:14])[cH:8][c:9]2[c:10]([NH2:12])[n:11]1.